This data is from the Open Reaction Database (ORD), a public repository of structured organic reaction records. The task is: describe an organic reaction: reactants, conditions, products, and yield Starting materials: Br, OCCNc1ccnc2cc(C(F)(F)F)ccc12, [Na+], O=C([O-])O, O, O=S(=O)(O)O. The product is FC(F)(F)c1ccc2c(NCCBr)ccnc2c1. As a reaction SMILES: [BrH:1].[F:7][C:8]([c:9]1[cH:10][cH:11][c:12]2[c:13]([NH:19][CH2:20][CH2:21][OH:22])[cH:14][cH:15][n:16][c:17]2[cH:18]1)([F:23])[F:24].[Na+:29].[O-:25][C:26]([OH:27])=[O:28].[OH2:30].[S:2](=[O:3])(=[O:4])([OH:5])[OH:6]>>[Br:1][CH2:21][CH2:20][NH:19][c:13]1[c:12]2[cH:11][cH:10][c:9]([C:8]([F:7])([F:23])[F:24])[cH:18][c:17]2[n:16][cH:15][cH:14]1. Starting materials: COC(=O)C1=NC=CN=C1NS(=O)(=O)CC(=O)OC (3-methoxycarbonylmethanesulfonylamino-pyrazine-2-carboxylic acid methyl ester), C(C)(C)N(C(C)C)CC (N,N-diisopropylethylamine), FC(COS(=O)(=O)C(F)(F)F)F (2,2-difluoroethyltrifluoromethanesulfonate). Solvent: C(C)#N (acetonitrile), C(C)#N (acetonitrile). Reaction conditions: time 20 hour. Yields the product COC(=O)C1=NC=CN=C1N(S(=O)(=O)CCC(F)F)C(=O)OC (3-[(2,2-difluoro-ethyl)-methoxycarbonyl-methanesulfonyl-amino]-pyrazine-2-carboxylic acid methyl ester). The yield is 110.7%. RXN SMILES: [CH3:1][O:2][C:3]([C:5]1[C:10]([NH:11][S:12]([CH2:15][C:16](OC)=O)(=[O:14])=[O:13])=[N:9][CH:8]=[CH:7][N:6]=1)=[O:4].C(N(CC)C(C)C)(C)C.FC(F)COS([C:36]([F:39])([F:38])F)(=O)=O>C(#N)C>[CH3:1][O:2][C:3]([C:5]1[C:10]([N:11]([C:3]([O:2][CH3:1])=[O:4])[S:12]([CH2:15][CH2:16][CH:36]([F:38])[F:39])(=[O:13])=[O:14])=[N:9][CH:8]=[CH:7][N:6]=1)=[O:4]. Reported procedure: To a solution of 3-methoxycarbonylmethanesulfonylamino-pyrazine-2-carboxylic acid methyl ester (Example 9.1) (1.212 g) in acetonitrile (12 ml) was added N,N-diisopropylethylamine (“Hunig's base”) (0.8 ml) at ambient temperature. The mixture was stirred at ambient temperature for 5 minutes before dropwise addition of a solution of 2,2-difluoroethyltrifluoromethanesulfonate (0.978 g) in acetonitrile (5 ml) at ambient temperature. The reaction mixture was stirred at ambient temperature for 20 hours... The reactants are NC1CCN(CC1)CC1=CC2=CC=C(C=C2C=C1)F (4-amino-1-[(6-fluoro-2-naphthalenyl)methyl]piperidine), N1=CC=C(C=C1)C(=O)NC(=O)N (4-pyridoylurea), N1=CC=CC=C1 (pyridine), crude product, C (charcoal). Yields the product succinate salt, FC=1C=C2C=CC(=CC2=CC1)CN1CCC(CC1)NC(=O)NC(=O)C1=CC=NC=C1 (N-[[[1-[(6-Fluoro-2-naphthalenyl)methyl]-4-piperidinyl]amino]carbonyl]-4-pyridinecarboxamide). The solvent is O (water), C(Cl)(Cl)Cl (chloroform). Procedure details: A mixture of 4-amino-1-[(6-fluoro-2-naphthalenyl)methyl]piperidine (1.3 g, 5 mmol), 4-pyridoylurea (0.9 g, 5 mmol) and pyridine (6 ml) was stirred at reflux for 16 hours. The solution was diluted with water (8 ml) and the precipitated dark brown product collected by filtration to give 1.5 g. The crude product was dissolved in chloroform (25 ml), shaken with decolourising charcoal, filtered and evaporated. The residue was suspended in hot ethanol (20 ml) and succinic acid (0.44 g) added to give a... RXN SMILES: [NH2:1][CH:2]1[CH2:7][CH2:6][N:5]([CH2:8][C:9]2[CH:18]=[CH:17][C:16]3[C:11](=[CH:12][CH:13]=[C:14]([F:19])[CH:15]=3)[CH:10]=2)[CH2:4][CH2:3]1.[N:20]1[CH:25]=[CH:24][C:23]([C:26]([NH:28][C:29](N)=[O:30])=[O:27])=[CH:22][CH:21]=1.N1C=CC=CC=1.C>O.C(Cl)(Cl)Cl>[F:19][C:14]1[CH:15]=[C:16]2[C:11](=[CH:12][CH:13]=1)[CH:10]=[C:9]([CH2:8][N:5]1[CH2:6][CH2:7][CH:2]([NH:1][C:29]([NH:28][C:26]([C:23]3[CH:22]=[CH:21][N:20]=[CH:25][CH:24]=3)=[O:27])=[O:30])[CH2:3][CH2:4]1)[CH:18]=[CH:17]2. Reaction SMILES: [C:1](=[N:34]O)([C:8]1[CH:33]=[CH:32][C:11]([O:12][CH2:13][CH2:14][CH2:15][O:16][C:17]2[CH:22]=[CH:21][C:20]([C:23](=[N:30]O)[C:24]3[CH:29]=[CH:28][CH:27]=[CH:26][CH:25]=3)=[CH:19][CH:18]=2)=[CH:10][CH:9]=1)[C:2]1[CH:7]=[CH:6][CH:5]=[CH:4][CH:3]=1.[H][H]>C(O)C.N.[Ni]>[NH2:30][CH:23]([C:20]1[CH:21]=[CH:22][C:17]([O:16][CH2:15][CH2:14][CH2:13][O:12][C:11]2[CH:10]=[CH:9][C:8]([CH:1]([NH2:34])[C:2]3[CH:3]=[CH:4][CH:5]=[CH:6][CH:7]=3)=[CH:33][CH:32]=2)=[CH:18][CH:19]=1)[C:24]1[CH:25]=[CH:26][CH:27]=[CH:28][CH:29]=1. Procedure: The dioxime from Step 2 (20 g) is dissolved in ethyl alcohol saturated with ammonia gas (220 ml) and Raney nickel W-6 (2 g) added. The mixture is subjected to 500 psi hydrogen pressure and heated at 90° for four hours. The catalyst is removed by filtration and the solvent is removed by distillation to yield 15.5 g (83% of theory) of pale yellow crystals mp 118°-9°. The reactants are C(C1=CC=CC=C1)(C1=CC=C(OCCCOC2=CC=C(C=C2)C(C2=CC=CC=C2)=NO)C=C1)=NO (1,3-Bis(4-benzoylphenoxy)propane dioxime), [H][H] (hydrogen). Reagents/catalysts: [Ni] (Raney nickel). The solvent is C(C)O (ethyl alcohol), N (ammonia). The product is NC(C1=CC=CC=C1)C1=CC=C(OCCCOC2=CC=C(C=C2)C(C2=CC=CC=C2)N)C=C1 (1,3-Bis[4-(alpha-aminobenzyl)phenoxy]propane). The reactants are C(c1ccc([N+]([O-])=O)o1)=O, CC1=CN=C(C=C1)N, [C-]#[N+]C1CCCCC1. Reagents/catalysts: O=C(O)C(F)(F)F (trifluoroacetic acid). Run in CC(C)O (isopropyl alcohol), CC(C)O (isopropylalcohol). Run at temperature 22 celsius, time 20 hour. Yields the product Cc1ccc2nc(c(NC3CCCCC3)n2c1)c1ccc([N+]([O-])=O)o1. Yield: 4.9%. Reaction SMILES: CC1=CC=C(N)N=C1.[C-]#[N+]C1CCCCC1.O=CC1=CC=C(O1)N(=O)=O>>CC1=CN2C(C=C1)=NC(C1=CC=C(O1)N(=O)=O)=C2NC1CCCCC1. The reactants are FC(C(=O)NCCCN(CCCN(CC(=O)NCC1OC(OC1)OCCCC(=O)N(CCCCCCCCCCCCCC)CCCCCCCCCCCCCC)C(C(F)(F)F)=O)CCCNC(C(F)(F)F)=O)(F)F (4-[4-({2-[(3-{bis[3-(2,2,2-trifluoroacetylamino)propyl]amino}propyl)trifluoro-acetylamino]acetylamino}methyl)-[1,3]dioxolan-2-yloxy]-N,N-ditetradecylbutyramide), [OH-].[Na+] (sodium hydroxide). The solvent is O1CCCC1 (tetrahydrofuran). Run at time 8 hour. The product is NCCCN(CCCNCC(=O)NCC1OC(OC1)OCCCC(=O)N(CCCCCCCCCCCCCC)CCCCCCCCCCCCCC)CCCN (4-{4-[(2-{3-[bis(3-aminopropyl)-amino]propylamino}acetylamino)methyl]-[1,3]dioxolan-2-yloxy}-N,N-ditetradecylbutyramide). As a reaction SMILES: FC(F)(F)C([NH:5][CH2:6][CH2:7][CH2:8][N:9]([CH2:65][CH2:66][CH2:67][NH:68]C(=O)C(F)(F)F)[CH2:10][CH2:11][CH2:12][N:13](C(=O)C(F)(F)F)[CH2:14][C:15]([NH:17][CH2:18][CH:19]1[CH2:23][O:22][CH:21]([O:24][CH2:25][CH2:26][CH2:27][C:28]([N:30]([CH2:45][CH2:46][CH2:47][CH2:48][CH2:49][CH2:50][CH2:51][CH2:52][CH2:53][CH2:54][CH2:55][CH2:56][CH2:57][CH3:58])[CH2:31][CH2:32][CH2:33][CH2:34][CH2:35][CH2:36][CH2:37][CH2:38][CH2:39][CH2:40][CH2:41][CH2:42][CH2:43][CH3:44])=[O:29])[O:20]1)=[O:16])=O.[OH-].[Na+]>O1CCCC1>[NH2:5][CH2:6][CH2:7][CH2:8][N:9]([CH2:65][CH2:66][CH2:67][NH2:68])[CH2:10][CH2:11][CH2:12][NH:13][CH2:14][C:15]([NH:17][CH2:18][CH:19]1[CH2:23][O:22][CH:21]([O:24][CH2:25][CH2:26][CH2:27][C:28]([N:30]([CH2:31][CH2:32][CH2:33][CH2:34][CH2:35][CH2:36][CH2:37][CH2:38][CH2:39][CH2:40][CH2:41][CH2:42][CH2:43][CH3:44])[CH2:45][CH2:46][CH2:47][CH2:48][CH2:49][CH2:50][CH2:51][CH2:52][CH2:53][CH2:54][CH2:55][CH2:56][CH2:57][CH3:58])=[O:29])[O:20]1)=[O:16] |f:1.2|. Procedure details: 2.1 g of 4-[4-({2-[(3-{bis[3-(2,2,2-trifluoroacetylamino)propyl]amino}propyl)trifluoro-acetylamino]acetylamino}methyl)-[1,3]dioxolan-2-yloxy]-N,N-ditetradecylbutyramide (1.88 mmol) were dissolved in 30 ml of tetrahydrofuran, and 30 ml of molar sodium hydroxide at 4% were added, with vigorous stirring. The reaction was left overnight at room temperature. The reactants are Intermediate 15.1, Intermediate 15.3, intermediate 19.4, intermediate 19.3, C1(CC1)CC1(CCC1)CO ([1-(cyclopropylmethyl)cyclobutyl]methanol), C1(CC1)CC1(CCC1)C(C#C)O (1-[1-(cyclopropylmethyl)cyclobutyl]prop-2-yn-1-ol), Intermediate 19.3, Intermediate 15.4, C1(CC1)CC1(CCC1)C=O (1-(cyclopropylmethyl)cyclobutanecarbaldehyde), intermediate 19.1, C1(CCC1)C(=O)O (cyclobutanecarboxylic acid), C(C)(C)(C)[Si](C)(C)OC(C#C)C1(CCC1)CC1CC1 (tert-butyl({1-[1-(cyclopropylmethyl)cyclobutyl]prop-2-ynyl}oxy) dimethylsilane), Intermediate 15.5, Intermediate 19.6, Intermediate 19.2, Intermediate 19.4, [Si](C)(C)(C(C)(C)C)OC(C#CCO)C1(CCC1)CC1CC1 (4-{[tert-butyl(dimethyl)silyl]oxy}-4-[1-(cyclopropylmethyl) cyclobutyl]but-2-yn-1-ol), intermediate 19.2, Intermediate 19.5, BrCC1CC1 ((bromomethyl)cyclopropane), Intermediate 15.2. Run in CCOC(=O)C.CCCCCC (EtOAc hexane). The product is C1(CC1)CC1(CCC1)C(=O)O (1-(cyclopropylmethyl)cyclobutanecarboxylic acid). As a reaction SMILES: [CH:1]1([C:5]([OH:7])=[O:6])[CH2:4][CH2:3][CH2:2]1.Br[CH2:9][CH:10]1[CH2:12][CH2:11]1.C1(CC2(CO)CCC2)CC1.C1(CC2(C=O)CCC2)CC1.C1(CC2(C(O)C#C)CCC2)CC1.C([Si](OC(C1(CC2CC2)CCC1)C#C)(C)C)(C)(C)C.[Si](OC(C1(CC2CC2)CCC1)C#CCO)(C(C)(C)C)(C)C>CCOC(C)=O.CCCCCC>[CH:10]1([CH2:9][C:1]2([C:5]([OH:7])=[O:6])[CH2:4][CH2:3][CH2:2]2)[CH2:12][CH2:11]1 |f:7.8|. Procedure details: The title compound was prepared according to the procedure described for Intermediate 15.1 from cyclobutanecarboxylic acid and (bromomethyl)cyclopropane. Intermediate 19.2: [1-(cyclopropylmethyl)cyclobutyl]methanol. The title compound was prepared according to the procedure described for Intermediate 15.2 from intermediate 19.1. Intermediate 19.3: 1-(cyclopropylmethyl)cyclobutanecarbaldehyde. The title compound was prepared according to the procedure described for Intermediate 15.3 from intermed...